This data is from the Open Reaction Database (ORD), a public repository of structured organic reaction records. The task is: describe an organic reaction: reactants, conditions, products, and yield Reactants: OCCNN (2-hydroxyethyl hydrazine), N1(C=NC=C1)C1=CC=C(C=C1)C(CCC(=O)O)=O (4-(1H-imidazol-1-yl)-γ-oxobenzenebutanoic acid), CNN (methyl hydrazine). Yields the product CN1N=C(CCC1=O)C1=CC=C(C=C1)N1C=NC=C1 (4,5-dihydro-2-methyl-6-[4-(1H-imidazol-1-yl)phenyl]-3(2H)-pyridazinone), OCCN1N=C(CCC1=O)C1=CC=C(C=C1)N1C=NC=C1 (4,5-dihydro-2-(2-hydroxyethyl)-6-[4-(1H-imidazol-1-yl)phenyl]-3(2H)-pyridazinone). RXN SMILES: [N:1]1([C:6]2[CH:11]=[CH:10][C:9]([C:12](=O)[CH2:13][CH2:14][C:15]([OH:17])=[O:16])=[CH:8][CH:7]=2)[CH:5]=[CH:4][N:3]=[CH:2]1.[CH3:19][NH:20][NH2:21].[OH:22][CH2:23][CH2:24][NH:25][NH2:26]>>[CH3:19][N:20]1[C:15](=[O:17])[CH2:14][CH2:13][C:12]([C:9]2[CH:8]=[CH:7][C:6]([N:1]3[CH:5]=[CH:4][N:3]=[CH:2]3)=[CH:11][CH:10]=2)=[N:21]1.[OH:22][CH2:23][CH2:24][N:25]1[C:15](=[O:16])[CH2:14][CH2:13][C:12]([C:9]2[CH:10]=[CH:11][C:6]([N:1]3[CH:5]=[CH:4][N:3]=[CH:2]3)=[CH:7][CH:8]=2)=[N:26]1. Reported procedure: Using the procedure of this Example, reaction of 4-(1H-imidazol-1-yl)-γ-oxobenzenebutanoic acid with methyl hydrazine and 2-hydroxyethyl hydrazine gives 4,5-dihydro-2-methyl-6-[4-(1H-imidazol-1-yl)phenyl]-3(2H)-pyridazinone and 4,5-dihydro-2-(2-hydroxyethyl)-6-[4-(1H-imidazol-1-yl)phenyl]-3(2H)-pyridazinone respectively. Starting materials: CN1CC(C)(C)N(c2nc3c(s2)CCOc2cc(Br)ccc2-3)C1=O, CC(C)(O)Cn1cc(B2OC(C)(C)C(C)(C)O2)cn1, CS(C)=O. The product is CN1CC(C)(C)N(c2nc3c(s2)CCOc2cc(-c4cnn(CC(C)(C)O)c4)ccc2-3)C1=O. As a reaction SMILES: [Br:1][c:2]1[cH:3][cH:4][c:5]2[c:6]([cH:24]1)[O:7][CH2:8][CH2:9][c:10]1[c:11]-2[n:12][c:13]([N:15]2[C:16](=[O:23])[N:17]([CH3:22])[CH2:18][C:19]2([CH3:20])[CH3:21])[s:14]1.[CH3:25][C:26]([CH2:27][n:28]1[n:29][cH:30][c:31]([B:33]2[O:34][C:35]([CH3:36])([CH3:37])[C:38]([CH3:39])([CH3:40])[O:41]2)[cH:32]1)([CH3:42])[OH:43].[CH3:44][S:45]([CH3:46])=[O:47]>>[c:2]1(-[c:31]2[cH:30][n:29][n:28]([CH2:27][C:26]([CH3:25])([CH3:42])[OH:43])[cH:32]2)[cH:3][cH:4][c:5]2[c:6]([cH:24]1)[O:7][CH2:8][CH2:9][c:10]1[c:11]-2[n:12][c:13]([N:15]2[C:16](=[O:23])[N:17]([CH3:22])[CH2:18][C:19]2([CH3:20])[CH3:21])[s:14]1. Reactants: O (water), CNC1=C2C(=NC=C1)C=C(S2)C=2N=CN(C2)C (N-Methyl-2-(1-methyl-1H-imidazol-4-yl)thieno[3,2-b]pyridin-7-amine), FC=1C=C(C=CC1F)[N+](=O)[O-] (3,4-difluoronitrobenzene), C([O-])([O-])=O.[Cs+].[Cs+] (cesium carbonate). The solvent is CN(C)C=O (DMF). Run at temperature 85 celsius. The product is FC1=C(C=CC(=C1)[N+](=O)[O-])N(C1=C2C(=NC=C1)C=C(S2)C=2N=CN(C2)C)C (N-(2-Fluoro-4-nitrophenyl)-N-methyl-2-(1-methyl-1H-imidazol-4-yl)thieno[3,2-b]pyridin-7-amine). The yield is 18.8%. RXN SMILES: [CH3:1][NH:2][C:3]1[CH:8]=[CH:7][N:6]=[C:5]2[CH:9]=[C:10]([C:12]3[N:13]=[CH:14][N:15]([CH3:17])[CH:16]=3)[S:11][C:4]=12.[F:18][C:19]1[CH:20]=[C:21]([N+:26]([O-:28])=[O:27])[CH:22]=[CH:23][C:24]=1F.C(=O)([O-])[O-].[Cs+].[Cs+].O>CN(C=O)C>[F:18][C:19]1[CH:20]=[C:21]([N+:26]([O-:28])=[O:27])[CH:22]=[CH:23][C:24]=1[N:2]([CH3:1])[C:3]1[CH:8]=[CH:7][N:6]=[C:5]2[CH:9]=[C:10]([C:12]3[N:13]=[CH:14][N:15]([CH3:17])[CH:16]=3)[S:11][C:4]=12 |f:2.3.4|. Procedure: A stirred suspension of 344 (500 mg, ˜2 mmol), 3,4-difluoronitrobenzene (795 mg, 5 mmol) and cesium carbonate (1.63 g, 5 mmol) in anhydrous DMF (50 ml) was heated at 85° C. under nitrogen for 7 h. The temperature was allowed to cool down to room temperature. The reaction mixture was poured into water, and extracted with dichloromethane. The combined organic phase was concentrated and directly purified twice by flash column chromatography (eluents 2% of NH4OH in methanol/CH2Cl2: 5/95 to 10/90) to... Reactants: C([O-])([O-])=O.[Cs+].[Cs+] (cesium carbonate), C(C)I (ethyl iodide), BrC=1C(=NC=CC1)O (3-bromopyridin-2-ol). Run in CN(C)C=O (DMF). Run at temperature 80 celsius. The product is BrC=1C(N(C=CC1)CC)=O (3-bromo-1-ethylpyridin-2(1H)-one). Yield: 77.9%. RXN SMILES: [Br:1][C:2]1[C:3]([OH:8])=[N:4][CH:5]=[CH:6][CH:7]=1.C(=O)([O-])[O-].[Cs+].[Cs+].[CH2:15](I)[CH3:16]>CN(C=O)C>[Br:1][C:2]1[C:3](=[O:8])[N:4]([CH2:15][CH3:16])[CH:5]=[CH:6][CH:7]=1 |f:1.2.3|. Procedure details: A mixture of 3-bromopyridin-2-ol (1.0 g, 5.75 mmol) in DMF (6 mL) was treated with cesium carbonate (1.87 g, 5.75 mmol) and ethyl iodide (1.38 mL, 17.2 mmol). The mixture was heated at 80° C. for 4 hours. The solvent was concentrated and the residue taken in EtOAc, washed with brine, dried (phase separator silicone treated filter paper), concentrated and purified on silica gel (1:2 hexane/ether) to provide 3-bromo-1-ethylpyridin-2(1H)-one (0.905 g, 78% yield) as a yellow oil. Starting materials: O=C([O-])[O-], Cc1oc2ccccc2c1B1OC(C)(C)C(C)(C)O1, Clc1nc(N2CCOCC2)c2nc(CN3CC(N4CCOCC4)C3)sc2n1, [Cs+], [Cs+], C1COCCO1, O, c1ccc(P(c2ccccc2)(c2ccccc2)[Pd](P(c2ccccc2)(c2ccccc2)c2ccccc2)(P(c2ccccc2)(c2ccccc2)c2ccccc2)P(c2ccccc2)(c2ccccc2)c2ccccc2)cc1. Yields the product Cc1oc2ccccc2c1-c1nc(N2CCOCC2)c2nc(CN3CC(N4CCOCC4)C3)sc2n1. As a reaction SMILES: [C:47](=[O:48])([O-:49])[O-:50].[CH3:28][c:29]1[o:30][c:31]2[c:32]([c:33]1[B:34]1[O:35][C:36]([CH3:37])([CH3:38])[C:39]([CH3:40])([CH3:41])[O:42]1)[cH:43][cH:44][cH:45][cH:46]2.[Cl:1][c:2]1[n:3][c:4]([N:22]2[CH2:23][CH2:24][O:25][CH2:26][CH2:27]2)[c:5]2[c:6]([n:7]1)[s:8][c:9]([CH2:11][N:12]1[CH2:13][CH:14]([N:16]3[CH2:17][CH2:18][O:19][CH2:20][CH2:21]3)[CH2:15]1)[n:10]2.[Cs+:51].[Cs+:52].[O:53]1[CH2:54][CH2:55][O:56][CH2:57][CH2:58]1.[OH2:59].[cH:60]1[cH:61][cH:62][c:63]([P:64]([Pd:65]([P:66]([c:67]2[cH:68][cH:69][cH:70][cH:71][cH:72]2)([c:73]2[cH:74][cH:75][cH:76][cH:77][cH:78]2)[c:79]2[cH:80][cH:81][cH:82][cH:83][cH:84]2)([P:85]([c:86]2[cH:87][cH:88][cH:89][cH:90][cH:91]2)([c:92]2[cH:93][cH:94][cH:95][cH:96][cH:97]2)[c:98]2[cH:99][cH:100][cH:101][cH:102][cH:103]2)[P:104]([c:105]2[cH:106][cH:107][cH:108][cH:109][cH:110]2)([c:111]2[cH:112][cH:113][cH:114][cH:115][cH:116]2)[c:117]2[cH:118][cH:119][cH:120][cH:121][cH:122]2)([c:123]2[cH:124][cH:125][cH:126][cH:127][cH:128]2)[c:129]2[cH:130][cH:131][cH:132][cH:133][cH:134]2)[cH:135][cH:136]1>>[c:2]1(-[c:33]2[c:29]([CH3:28])[o:30][c:31]3[c:32]2[cH:43][cH:44][cH:45][cH:46]3)[n:3][c:4]([N:22]2[CH2:23][CH2:24][O:25][CH2:26][CH2:27]2)[c:5]2[c:6]([n:7]1)[s:8][c:9]([CH2:11][N:12]1[CH2:13][CH:14]([N:16]3[CH2:17][CH2:18][O:19][CH2:20][CH2:21]3)[CH2:15]1)[n:10]2. The reactants are ketone, ClC1=C(C=C(C=C1C)C(CC)=O)C (1-(4-Chloro-3,5-dimethyl-phenyl)-propan-1-one), BrC=1C=C(N)C=CC1 (3-bromoaniline), [B][B][B][B][B][B][B][B][B][B] (decaborane). Solvent: CO (MeOH). Conditions: time 8 hour. The product is BrC=1C=C(C=CC1)NC(CC)C1=CC(=C(C(=C1)C)Cl)C ((3-Bromo-phenyl)-[1-(4-chloro-3,5-dimethyl-phenyl)-propyl]-amine). Reaction SMILES: [Cl:1][C:2]1[C:7]([CH3:8])=[CH:6][C:5]([C:9](=O)[CH2:10][CH3:11])=[CH:4][C:3]=1[CH3:13].[Br:14][C:15]1[CH:16]=[C:17]([CH:19]=[CH:20][CH:21]=1)[NH2:18].[B][B][B][B][B][B][B][B][B][B]>CO>[Br:14][C:15]1[CH:16]=[C:17]([NH:18][CH:9]([C:5]2[CH:6]=[C:7]([CH3:8])[C:2]([Cl:1])=[C:3]([CH3:13])[CH:4]=2)[CH2:10][CH3:11])[CH:19]=[CH:20][CH:21]=1 |^3:21,30,^1:22,23,24,25,26,27,28,29|. Procedure details: To a solution of ketone INT 17 (910 mg, 4.63 mmol) and 3-bromoaniline (0.504 mL, 4.63 mmol) in MeOH (25 mL) was added decaborane (283 mg, 2.313 mmol) and the resulting mixture was stirred at room temperature overnight. The mixture was concentrated and purified by chromatography on silica gel (cyclohexane/EtOAc). Starting materials: BrC=1C=CC(NC1)=O (5-bromo-2-pyridone), ClC1=NC=CC=C1C#N (2-chloro-3-cyanopyridine), C([O-])([O-])=O.[Cs+].[Cs+] (caesium carbonate). The solvent is CN(C=O)C (N,N-dimethylformamide). Reaction conditions: temperature 75 celsius. Yields the product BrC=1C=CC(N(C1)C1=NC=CC=C1C#N)=O (5-Bromo-2-oxo-2H-[1,2′]bipyridinyl-3′-carbonitrile). As a reaction SMILES: [Br:1][C:2]1[CH:3]=[CH:4][C:5](=[O:8])[NH:6][CH:7]=1.Cl[C:10]1[C:15]([C:16]#[N:17])=[CH:14][CH:13]=[CH:12][N:11]=1.C(=O)([O-])[O-].[Cs+].[Cs+]>CN(C)C=O>[Br:1][C:2]1[CH:3]=[CH:4][C:5](=[O:8])[N:6]([C:10]2[C:15]([C:16]#[N:17])=[CH:14][CH:13]=[CH:12][N:11]=2)[CH:7]=1 |f:2.3.4|. Reported procedure: To 5-bromo-2-pyridone (1.0 g) and 2-chloro-3-cyanopyridine (1.0 g) in dry N,N-dimethylformamide (20 ml) was added caesium carbonate (2.73 g), and the mixture heated at 75° C. under a nitrogen atmosphere for 24 h. The solvent was removed in vacuo from the mixture and the residue partitioned between ethyl acetate and water. The organic layer was evaporated and the residue purified by chromatography (silica gel, 0 to 4% MeOH/CH2Cl2) to give the title compound, crystallised from diethyl ether/isohex...